The task is: describe an organic reaction: reactants, conditions, products, and yield. This data is from the Open Reaction Database (ORD), a public repository of structured organic reaction records. The reactants are CN(C)CCN, CCN(C(C)C)C(C)C, ClCCl, Cc1ccc(C(=O)Nc2ccc(F)cc2)cc1-c1nc(S(C)=O)nc2c1CNC(=O)N2c1c(F)cccc1F. The product is Cc1ccc(C(=O)Nc2ccc(F)cc2)cc1-c1nc(NCCN(C)C)nc2c1CNC(=O)N2c1c(F)cccc1F. RXN SMILES: [CH3:49][N:50]([CH2:51][CH2:52][NH2:53])[CH3:54].[CH:40]([N:41]([CH:42]([CH3:43])[CH3:44])[CH2:45][CH3:46])([CH3:47])[CH3:48].[Cl:55][CH2:56][Cl:57].[F:1][c:2]1[c:3]([N:9]2[C:10](=[O:39])[NH:11][CH2:12][c:13]3[c:14]2[n:15][c:16]([S:36]([CH3:37])=[O:38])[n:17][c:18]3-[c:19]2[cH:20][c:21]([C:22](=[O:23])[NH:24][c:25]3[cH:26][cH:27][c:28]([F:31])[cH:29][cH:30]3)[cH:32][cH:33][c:34]2[CH3:35])[c:4]([F:8])[cH:5][cH:6][cH:7]1>>[F:1][c:2]1[c:3]([N:9]2[C:10](=[O:39])[NH:11][CH2:12][c:13]3[c:14]2[n:15][c:16]([NH:53][CH2:52][CH2:51][N:50]([CH3:49])[CH3:54])[n:17][c:18]3-[c:19]2[cH:20][c:21]([C:22](=[O:23])[NH:24][c:25]3[cH:26][cH:27][c:28]([F:31])[cH:29][cH:30]3)[cH:32][cH:33][c:34]2[CH3:35])[c:4]([F:8])[cH:5][cH:6][cH:7]1. The reactants are Br.BrCCN[C@@H](C1=CC=CC=C1)C ((R)-(+)-N-(2-bromoethyl)-α-methylbenzylamine hydrobromide), [Cl-].[Al+3].[Cl-].[Cl-] (aluminum chloride). The solvent is C1CCCC2CCCCC12 (decalin). Run at temperature 150 celsius, time 40 minute. Product: C[C@H]1NCCC2=CC=CC=C12 ((R)-(+)-1-methyl-1,2,3,4-tetrahydroisoquinoline). The yield is 79.8%. Reaction SMILES: Br.Br[CH2:3][CH2:4][NH:5][C@H:6]([CH3:13])[C:7]1[CH:12]=[CH:11][CH:10]=[CH:9][CH:8]=1.[Cl-].[Al+3].[Cl-].[Cl-]>C1C2C(CCCC2)CCC1>[CH3:13][C@@H:6]1[C:7]2[C:12](=[CH:11][CH:10]=[CH:9][CH:8]=2)[CH2:3][CH2:4][NH:5]1 |f:0.1,2.3.4.5|. Procedure: 73.45 g (240 mmole) of (R)-(+)-N-(2-bromoethyl)-α-methylbenzylamine hydrobromide produced in Example 9(1) above was suspended in 260 ml of decalin and the resulting suspension was heated to 150° C. 95.10 g (710 mmole) of anhydrous aluminum chloride was added thereto over 40 minutes. The reaction solution was stirred for a further 30 minutes at same temperature and then cooled to room temperature. The supernatant was removed and the lower layer was poured onto 1600 g of ice-water with stirring. 7...